describe an organic reaction: reactants, conditions, products, and yield From a dataset of the Open Reaction Database (ORD), a public repository of structured organic reaction records. The reactants are C=CC(=O)OC, CC(C)CCCCCO, C[Sn](C)(Cl)Cl, COc1ccc(O)cc1, CCCCCCC, [Na+], [OH-], Oc1ccc(O)cc1, [Sn]. RXN SMILES: [C:10]([CH:11]=[CH2:12])(=[O:13])[O:14][CH3:15].[CH2:1]([CH2:2][CH2:3][CH2:4][CH2:5][CH:6]([CH3:7])[CH3:8])[OH:9].[CH3:16][Sn:17]([Cl:18])([Cl:19])[CH3:20].[CH3:23][O:24][c:25]1[cH:26][cH:27][c:28]([OH:29])[cH:30][cH:31]1.[CH3:41][CH2:42][CH2:43][CH2:44][CH2:45][CH2:46][CH3:47].[Na+:22].[OH-:21].[OH:32][c:33]1[cH:34][cH:35][c:36]([OH:37])[cH:38][cH:39]1.[Sn:40]>>[CH2:1]([CH2:2][CH2:3][CH2:4][CH2:5][CH:6]([CH3:7])[CH3:8])[O:9][C:10]([CH:11]=[CH2:12])=[O:13]. The product is C=CC(=O)OCCCCCC(C)C. The reactants are CC(C)C[Al+]CC(C)C, CCOC(C)=O, COC(=O)c1ccccc1S(=O)(=O)Nc1cc(F)cc(Oc2cccnc2)c1, [H-], C1CCOC1. Yields the product O=S(=O)(Nc1cc(F)cc(Oc2cccnc2)c1)c1ccccc1CO. RXN SMILES: [CH2:2]([Al+:3][CH2:4][CH:5]([CH3:6])[CH3:7])[CH:8]([CH3:9])[CH3:10].[CH3:39][CH2:40][O:41][C:42](=[O:43])[CH3:44].[F:11][c:12]1[cH:13][c:14]([NH:25][S:26](=[O:27])(=[O:28])[c:29]2[c:30]([C:31](=[O:32])[O:33][CH3:34])[cH:35][cH:36][cH:37][cH:38]2)[cH:15][c:16]([O:18][c:19]2[cH:20][n:21][cH:22][cH:23][cH:24]2)[cH:17]1.[H-:1].[O:45]1[CH2:46][CH2:47][CH2:48][CH2:49]1>>[F:11][c:12]1[cH:13][c:14]([NH:25][S:26](=[O:27])(=[O:28])[c:29]2[c:30]([CH2:31][OH:32])[cH:35][cH:36][cH:37][cH:38]2)[cH:15][c:16]([O:18][c:19]2[cH:20][n:21][cH:22][cH:23][cH:24]2)[cH:17]1. Reactants: COC(COC1=C2C(=C(C(=NC2=C(C=C1)F)CC)CC1=C(C=C(C=C1)C(=O)N1CCCC1)Cl)OC(F)F)=O ({3-[2-chloro-4-(pyrrolidine-1-carbonyl)benzyl]-4-difluoromethoxy-2-ethyl-8-fluoroquinolin-5-yloxy}acetic acid methyl ester), O1CCCC1 (tetrahydrofuran), [OH-].[Li+] (lithium hydroxide). The solvent is O (water). Run at time 20 minute. The product is ClC1=C(CC=2C(=NC3=C(C=CC(=C3C2OC(F)F)OCC(=O)O)F)CC)C=CC(=C1)C(=O)N1CCCC1 ({3-[2-chloro-4-(pyrrolidine-1-carbonyl)benzyl]-4-difluoromethoxy-2-ethyl-8-fluoroquinolin-5-yloxy}acetic Acid). RXN SMILES: C[O:2][C:3](=[O:38])[CH2:4][O:5][C:6]1[CH:15]=[CH:14][C:13]([F:16])=[C:12]2[C:7]=1[C:8]([O:34][CH:35]([F:37])[F:36])=[C:9]([CH2:19][C:20]1[CH:25]=[CH:24][C:23]([C:26]([N:28]3[CH2:32][CH2:31][CH2:30][CH2:29]3)=[O:27])=[CH:22][C:21]=1[Cl:33])[C:10]([CH2:17][CH3:18])=[N:11]2.O1CCCC1.[OH-].[Li+]>O>[Cl:33][C:21]1[CH:22]=[C:23]([C:26]([N:28]2[CH2:29][CH2:30][CH2:31][CH2:32]2)=[O:27])[CH:24]=[CH:25][C:20]=1[CH2:19][C:9]1[C:10]([CH2:17][CH3:18])=[N:11][C:12]2[C:7]([C:8]=1[O:34][CH:35]([F:37])[F:36])=[C:6]([O:5][CH2:4][C:3]([OH:38])=[O:2])[CH:15]=[CH:14][C:13]=2[F:16] |f:2.3|. Procedure details: A mixture of {3-[2-chloro-4-(pyrrolidine-1-carbonyl)benzyl]-4-difluoromethoxy-2-ethyl-8-fluoroquinolin-5-yloxy}acetic acid methyl ester (0.26 g), tetrahydrofuran (5.0 mL), water (5.0 mL) and lithium hydroxide (0.040 g) was stirred at room temperature for 20 minutes. The mixture was washed with ethyl acetate and the aqueous phase acidified by the addition of 1.0 M aqueous hydrochloric acid and then extracted with ethyl acetate. The combined extracts were dried over magnesium sulfate and the solve... The reactants are [Al+3], CCCC(=NOC)c1ccccc1, [H-], [H-], [H-], [H-], [Li+], [Na+], C1CCOC1, [OH-], O. The product is CCCC(N)c1ccccc1. RXN SMILES: [Al+3:15].[CH3:1][O:2][N:3]=[C:4]([CH2:5][CH2:6][CH3:7])[c:8]1[cH:9][cH:10][cH:11][cH:12][cH:13]1.[H-:14].[H-:17].[H-:18].[H-:19].[Li+:16].[Na+:22].[O:23]1[CH2:24][CH2:25][CH2:26][CH2:27]1.[OH-:21].[OH2:20]>>[NH2:3][CH:4]([CH2:5][CH2:6][CH3:7])[c:8]1[cH:9][cH:10][cH:11][cH:12][cH:13]1. Reactants: BrC1=CC=C(CCN)C=C1 (4-bromophenethylamine), ClCCCC(=O)Cl (4-chlorobutyryl chloride). The product is BrC1=CC=C(C=C1)CCN1C(CCC1)=O (1-[2-(4-bromophenyl)ethyl]-2-pyrrolidinone). RXN SMILES: [Br:1][C:2]1[CH:10]=[CH:9][C:5]([CH2:6][CH2:7][NH2:8])=[CH:4][CH:3]=1.Cl[CH2:12][CH2:13][CH2:14][C:15](Cl)=[O:16]>>[Br:1][C:2]1[CH:10]=[CH:9][C:5]([CH2:6][CH2:7][N:8]2[CH2:12][CH2:13][CH2:14][C:15]2=[O:16])=[CH:4][CH:3]=1. Procedure: The title compound was prepared from 4-bromophenethylamine and 4-chlorobutyryl chloride using a similar procedure to that described for Description 28. Reactants: COC(C1=CC=C(C=C1)OCCCOC1=C(C=C(C=C1)C(C(F)(F)F)(C(F)(F)F)O)C)=O (4-{3-[2-Methyl-4-(2,2,2-trifluoro-1-hydroxy-1-trifluoromethyl-ethyl)-phenoxy]-propoxy}-benzoic acid methyl ester), [Li+].[OH-] (LiOH), OS(=O)(=O)[O-].[K+] (KHSO4). Run in C1CCOC1 (THF). The product is CC1=C(OCCCOC2=CC=C(C(=O)O)C=C2)C=CC(=C1)C(C(F)(F)F)(C(F)(F)F)O (4-{3-[2-methyl-4-(2,2,2-trifluoro-1-hydroxy-1-trifluoromethyl-ethyl)-phenoxy]-propoxy}-benzoic acid). Isolated yield 66.3%. As a reaction SMILES: C[O:2][C:3](=[O:32])[C:4]1[CH:9]=[CH:8][C:7]([O:10][CH2:11][CH2:12][CH2:13][O:14][C:15]2[CH:20]=[CH:19][C:18]([C:21]([OH:30])([C:26]([F:29])([F:28])[F:27])[C:22]([F:25])([F:24])[F:23])=[CH:17][C:16]=2[CH3:31])=[CH:6][CH:5]=1.[Li+].[OH-].OS([O-])(=O)=O.[K+]>C1COCC1>[CH3:31][C:16]1[CH:17]=[C:18]([C:21]([OH:30])([C:22]([F:25])([F:23])[F:24])[C:26]([F:27])([F:29])[F:28])[CH:19]=[CH:20][C:15]=1[O:14][CH2:13][CH2:12][CH2:11][O:10][C:7]1[CH:6]=[CH:5][C:4]([C:3]([OH:32])=[O:2])=[CH:9][CH:8]=1 |f:1.2,3.4|. Reported procedure: 94 mg (0.2 mmol) of 4-{3-[2-methyl-4-(2,2,2-trifluoro-1-hydroxy-1-trifluoromethyl-ethyl)-phenoxy]-propoxy}-benzoic acid methyl ester (example 19) in 2 mL of THF were treated with 2 mL of 1M LiOH at room temperature overnight. 1M KHSO4 solution was added, the phases were separated, and the inorganic one was extracted with EtOAc. The combined organic phases were washed with brine, dried (Na2SO4) and evaporated. The crude product was purified by column chromatography with CH2Cl2/MeOH 95:5 to give 6... Reactants: C[O-], COS(=O)(=O)OC, CC#N, CSC, O=C(COc1ccc(Cl)cc1)C1(Cc2ccc(Cl)cc2)CC1, [Na+], O. Product: Clc1ccc(CC2(C3(COc4ccc(Cl)cc4)CO3)CC2)cc1. As a reaction SMILES: [CH3:11][O-:12].[CH3:1][O:2][S:3](=[O:4])(=[O:5])[O:6][CH3:7].[CH3:36][C:37]#[N:38].[CH3:8][S:9][CH3:10].[Cl:14][c:15]1[cH:16][cH:17][c:18]([CH2:19][C:20]2([C:23](=[O:24])[CH2:25][O:26][c:27]3[cH:28][cH:29][c:30]([Cl:33])[cH:31][cH:32]3)[CH2:21][CH2:22]2)[cH:34][cH:35]1.[Na+:13].[OH2:39]>>[O:6]1[CH2:7][C:23]1([C:20]1([CH2:19][c:18]2[cH:17][cH:16][c:15]([Cl:14])[cH:35][cH:34]2)[CH2:21][CH2:22]1)[CH2:25][O:26][c:27]1[cH:28][cH:29][c:30]([Cl:33])[cH:31][cH:32]1. Reactants: ClC=1N=C(C2=C(N1)C=C(S2)CN2CCN(CC2)S(=O)(=O)C2CC2)N2CCOCC2 (2-Chloro-6-(4-cyclopropanesulfonyl-piperazin-1-ylmethyl)-4-morpholin-4-yl-thieno[3,2-d]pyrimidine), NC1=NC=C(C=N1)B1OC(C)(C)C(C)(C)O1 (2-aminopyrimidine-5-boronic acid pinacol ester). Product: O1CCN(CC1)C=1C2=C(N=C(N1)C=1C=NC(=NC1)N)C=C(S2)CN2CCN(CC2)S(=O)(=O)C2CC2 (5-(4-morpholino-6-((4-N-cyclopropylsulfonylpiperazin-1-yl)methyl)thieno[3,2-d]pyrimidin-2-yl)pyrimidin-2-amine). Reaction SMILES: Cl[C:2]1[N:3]=[C:4]([N:24]2[CH2:29][CH2:28][O:27][CH2:26][CH2:25]2)[C:5]2[S:10][C:9]([CH2:11][N:12]3[CH2:17][CH2:16][N:15]([S:18]([CH:21]4[CH2:23][CH2:22]4)(=[O:20])=[O:19])[CH2:14][CH2:13]3)=[CH:8][C:6]=2[N:7]=1.[NH2:30][C:31]1[N:36]=[CH:35][C:34](B2OC(C)(C)C(C)(C)O2)=[CH:33][N:32]=1>>[O:27]1[CH2:28][CH2:29][N:24]([C:4]2[C:5]3[S:10][C:9]([CH2:11][N:12]4[CH2:17][CH2:16][N:15]([S:18]([CH:21]5[CH2:23][CH2:22]5)(=[O:20])=[O:19])[CH2:14][CH2:13]4)=[CH:8][C:6]=3[N:7]=[C:2]([C:34]3[CH:33]=[N:32][C:31]([NH2:30])=[N:36][CH:35]=3)[N:3]=2)[CH2:25][CH2:26]1. Procedure details: 2-Chloro-6-(4-cyclopropanesulfonyl-piperazin-1-ylmethyl)-4-morpholin-4-yl-thieno[3,2-d]pyrimidine was reacted with 2-aminopyrimidine-5-boronic acid pinacol ester using General Procedure A. Purification on silica yielded 122. (400 MHz, CDCl3): 0.92-0.94 (2H, m, CH2), 1.11-1.12 (2H, m, CH2), 2.21 (1H, m, CH), 2.58-2.61 (4H, m, CH2), 3.29-3.32 (4H, m, CH2), 3.80-3.82 (6H, m, CH2), 3.94-3.97 (4H, m, CH2), 5.13 (2H, b, NH2), 7.23 (1H, s, ar), 9.21 (2H, s, ar). (M+H)+ 517.35 Starting materials: C(C)(C)(C)S(=O)(=O)C[C@H]1[C@H](CC[C@H](C1)N(C)C(C)C)N1C([C@H](CC1)NC(OCC1=CC=CC=C1)=O)=O (benzyl (S)-1-((1S,2R,4R)-2-(tert-butylsulfonylmethyl)-4-(isopropyl(methyl)amino)cyclohexyl)-2-oxopyrrolidin-3-ylcarbamate), CCOCC (Et2O). Run in Br.CC(=O)O (HBr AcOH), CCOC(=O)C (EtOAc). Product: N[C@@H]1C(N(CC1)[C@@H]1[C@@H](C[C@@H](CC1)N(C)C(C)C)CS(=O)(=O)C(C)(C)C)=O ((S)-3-amino-1-((1S,2R,4R)-2-(tert-butylsulfonylmethyl)-4-(isopropyl(methyl)amino)cyclohexyl)pyrrolidin-2-one). Yield: 33.7%. RXN SMILES: [C:1]([S:5]([CH2:8][C@@H:9]1[CH2:14][C@H:13]([N:15]([CH:17]([CH3:19])[CH3:18])[CH3:16])[CH2:12][CH2:11][C@@H:10]1[N:20]1[CH2:24][CH2:23][C@H:22]([NH:25]C(=O)OCC2C=CC=CC=2)[C:21]1=[O:36])(=[O:7])=[O:6])([CH3:4])([CH3:3])[CH3:2].CCOCC>Br.CC(O)=O.CCOC(C)=O>[NH2:25][C@H:22]1[CH2:23][CH2:24][N:20]([C@H:10]2[CH2:11][CH2:12][C@@H:13]([N:15]([CH:17]([CH3:19])[CH3:18])[CH3:16])[CH2:14][C@H:9]2[CH2:8][S:5]([C:1]([CH3:2])([CH3:4])[CH3:3])(=[O:7])=[O:6])[C:21]1=[O:36] |f:2.3|. Procedure details: The material from above benzyl (S)-1-((1S,2R,4R)-2-(tert-butylsulfonylmethyl)-4-(isopropyl(methyl)amino)cyclohexyl)-2-oxopyrrolidin-3-ylcarbamate (1.0 g) was dissolved in 33% HBr/AcOH (5 mL) at rt. The solution was stirred for 30 min before Et2O was added. This resulted in a precipitate which was isolated. The solid was dissolved in EtOAc and was washed with sat. Na2CO3 solution. The organic phase was dried (MgSO4), filtered, and concentrated to afford (S)-3-amino-1-((1S,2R,4R)-2-(tert-butylsulf...